From a dataset of the Open Reaction Database (ORD), a public repository of structured organic reaction records. describe an organic reaction: reactants, conditions, products, and yield Starting materials: C(C)(C)(C)OC(=O)N(C1=CC(=C(C=C1)F)F)CC(=O)O ([tert-butoxycarbonyl-(3,4-difluorophenyl)-amino]-acetic acid), [F-].C(CCC)[N+](CCCC)(CCCC)CCCC (tetrabutylammonium fluoride), solution, C(C(C)C)OC(=O)Cl (isobutylchloroformate), C(C)(C)(C)[SiH2]OC(C1=CC(=C(C=C1)N)C)(C)C (4-(tert-butyl-dimethyl-silanyloxymethyl)-2-methyl-phenylamine). Run in O1CCCC1 (tetrahydrofuran), C(C)N(CC)CC (triethylamine), C(C)(=O)OCC.O (ethyl acetate water), C(C)N(CC)CC (triethylamine), O1CCCC1 (tetrahydrofuran), O1CCCC1 (tetrahydrofuran). Reaction conditions: time 3 hour. Product: C(C)(C)(C)OC(N(CC(NC1=C(C=C(C=C1)CO)C)=O)C1=CC(=C(C=C1)F)F)=O ((3,4-Difluoro-phenyl)-[(4-hydroxymethyl-2-methyl-phenylcarbamoyl)-methyl]-carbamic acid tert-butyl ester). The yield is 34.6%. As a reaction SMILES: [C:1]([O:5][C:6]([N:8]([CH2:17][C:18]([OH:20])=O)[C:9]1[CH:14]=[CH:13][C:12]([F:15])=[C:11]([F:16])[CH:10]=1)=[O:7])([CH3:4])([CH3:3])[CH3:2].C(OC(Cl)=O)C(C)C.C([SiH2][O:34][C:35](C)(C)[C:36]1[CH:41]=[CH:40][C:39]([NH2:42])=[C:38]([CH3:43])[CH:37]=1)(C)(C)C.[F-].C([N+](CCCC)(CCCC)CCCC)CCC>O1CCCC1.C(OCC)(=O)C.O.C(N(CC)CC)C>[C:1]([O:5][C:6](=[O:7])[N:8]([C:9]1[CH:14]=[CH:13][C:12]([F:15])=[C:11]([F:16])[CH:10]=1)[CH2:17][C:18](=[O:20])[NH:42][C:39]1[CH:40]=[CH:41][C:36]([CH2:35][OH:34])=[CH:37][C:38]=1[CH3:43])([CH3:2])([CH3:3])[CH3:4] |f:3.4,6.7|. Procedure details: To a solution of [tert-butoxycarbonyl-(3,4-difluorophenyl)-amino]-acetic acid (5.74 g) in tetrahydrofuran (40 ml) at 0° C. was added triethylamine (3.2 ml) followed by isobutylchloroformate (2.9 ml) dropwise. After stirring for lhr, triethylamine (3.2 ml) was added followed by 4-(tert-butyl-dimethyl-silanyloxymethyl)-2-methyl-phenylamine (5.0 g) in tetrahydrofuran (3 ml), and the reaction warmed to room temperature and then heated at 58° C. overnight. After cooling to 0° C., tetrabutylammonium f... The reactants are COc1ccc(CN2Cc3cccc(OCCCN4CCOCC4)c3C2)c(OC)c1, COc1ccccc1, CCOCC, CO, O=C(O)C(F)(F)F. Product: c1cc2c(c(OCCCN3CCOCC3)c1)CNC2. As a reaction SMILES: [CH3:1][O:2][c:3]1[cH:4][c:5]([O:25][CH3:26])[cH:27][cH:28][c:29]1[CH2:30][N:6]1[CH2:7][c:8]2[cH:9][cH:10][cH:11][c:12]([O:15][CH2:16][CH2:17][CH2:18][N:19]3[CH2:20][CH2:21][O:22][CH2:23][CH2:24]3)[c:13]2[CH2:14]1.[CH3:38][O:39][c:40]1[cH:41][cH:42][cH:43][cH:44][cH:45]1.[CH3:46][CH2:47][O:48][CH2:49][CH3:50].[CH3:51][OH:52].[OH:31][C:32]([C:33]([F:34])([F:35])[F:36])=[O:37]>>[NH:6]1[CH2:7][c:8]2[cH:9][cH:10][cH:11][c:12]([O:15][CH2:16][CH2:17][CH2:18][N:19]3[CH2:20][CH2:21][O:22][CH2:23][CH2:24]3)[c:13]2[CH2:14]1. Reactants: ClC1=CC2=C(NC(N2)=S)C=C1C#CC1=CC=CC=C1 (5-Chloro-6-phenylethynyl-1,3-dihydro-benzoimidazole-2-thione), Cl (HCl), BrCC(=O)O (bromoacetic acid), [OH-].[K+] (KOH). The solvent is CCO (EtOH), O (water), CCO (EtOH). Conditions: time 1 hour. The product is ClC=1C(=CC2=C(NC(=N2)SCC(=O)O)C1)C#CC1=CC=CC=C1 ((6-Chloro-5-phenylethynyl-1H-benzoimidazol-2-ylsulfanyl)-acetic acid). RXN SMILES: Br[CH2:2][C:3]([OH:5])=[O:4].[Cl:6][C:7]1[C:16]([C:17]#[C:18][C:19]2[CH:24]=[CH:23][CH:22]=[CH:21][CH:20]=2)=[CH:15][C:10]2[NH:11][C:12](=[S:14])[NH:13][C:9]=2[CH:8]=1.[OH-].[K+].Cl>CCO.O>[Cl:6][C:7]1[C:16]([C:17]#[C:18][C:19]2[CH:24]=[CH:23][CH:22]=[CH:21][CH:20]=2)=[CH:15][C:10]2[N:11]=[C:12]([S:14][CH2:2][C:3]([OH:5])=[O:4])[NH:13][C:9]=2[CH:8]=1 |f:2.3|. Reported procedure: A solution of bromoacetic acid (47.8 mg, 0.344 mmol) in EtOH (1 mL) was added dropwise to a 20 mL scintillation vial equipped with a stirring bar and a septum cap containing a solution of compound 1-3 (49.0 mg, 0.172 mmol) in EtOH (1 mL). To this solution, 1M KOH (2 mL) was added dropwise, and the resulting mixture was stirred at rt for 1 h. The reaction mixture was then diluted with water (4 mL) and acidified with 10% aqueous HCl. The solution was extracted with EtOAc (3 mL then twice 1 mL), ex... Starting materials: Cl.S1C(=CC2=C1C=CC=C2)C(=O)NC2(CCCCC2)C(=O)NC2C(CNCC2)O (4-[N-[1-[N-(benzothiophen-2-ylcarbonyl)amino]cyclohexanecarbonyl]amino]-3-piperidinol hydrochloride), BrC1=C(C=CC(=C1)C(F)(F)F)Cl (1-bromo-2-chloro-5-trifluoromethylbenzene). Yields the product S1C(=CC2=C1C=CC=C2)C(=O)NC2(CCCCC2)C(=O)NC2C(CN(CC2)C2=C(C=CC=C2)C)=O (4-[N-[1-[N-(benzothiophen-2-ylcarbonyl)amino]cyclohexanecarbonyl]amino]-1-(2-methylphenyl)piperidin-3-one). As a reaction SMILES: Cl.[S:2]1[C:6]2[CH:7]=[CH:8][CH:9]=[CH:10][C:5]=2[CH:4]=[C:3]1[C:11]([NH:13][C:14]1([C:20]([NH:22][CH:23]2[CH2:28][CH2:27][NH:26][CH2:25][CH:24]2[OH:29])=[O:21])[CH2:19][CH2:18][CH2:17][CH2:16][CH2:15]1)=[O:12].Br[C:31]1[CH:36]=[C:35]([C:37](F)(F)F)[CH:34]=[CH:33][C:32]=1Cl>>[S:2]1[C:6]2[CH:7]=[CH:8][CH:9]=[CH:10][C:5]=2[CH:4]=[C:3]1[C:11]([NH:13][C:14]1([C:20]([NH:22][CH:23]2[CH2:28][CH2:27][N:26]([C:34]3[CH:33]=[CH:32][CH:31]=[CH:36][C:35]=3[CH3:37])[CH2:25][C:24]2=[O:29])=[O:21])[CH2:19][CH2:18][CH2:17][CH2:16][CH2:15]1)=[O:12] |f:0.1|. Reported procedure: In accordance with the same procedure as in Example 85, except that 4-[N-[1-[N-(benzothiophen-2-ylcarbonyl)amino]cyclohexanecarbonyl]amino]-3-piperidinol hydrochloride was used instead of 4-[N-[1-[N-(furan-2-ylcarbonyl)amino]cyclohexanecarbonyl]amino]-3-piperidinol hydrochloride and 1-bromo-2-chloro-5-trifluoromethylbenzene was used instead of 1-bromotoluene in Step 1 thereof, 123 mg of the titled compound was prepared. Reactants: ClC1=NC2=C(N1C)C(=CC=C2)N2N=C(C=C2CC)CC (2-chloro-7-(3,5-diethyl-1H-pyrazol-1-yl)-1-methyl-1H-benzimidazole), ClC1=C(C(=CC(=C1)Cl)C)O (2,4-dichloro-6-methylphenol), C([O-])([O-])=O.[K+].[K+] (potassium carbonate), ClC1=C(C(=CC(=C1)Cl)C)O (2,4-dichloro-6-methylphenol), C([O-])([O-])=O.[K+].[K+] (potassium carbonate). The solvent is CN(C=O)C (N,N-dimethylformamide), O (water). Yields the product ClC1=C(OC2=NC3=C(N2C)C(=CC=C3)N3N=C(C=C3CC)CC)C(=CC(=C1)Cl)C (2-(2,4-Dichloro-6-methylphenoxy)-7-(3,5-diethyl-1H-pyrazol-1-yl)-1-methyl-1H-benzimidazole). Yield: 78.3%. RXN SMILES: Cl[C:2]1[N:6]([CH3:7])[C:5]2[C:8]([N:12]3[C:16]([CH2:17][CH3:18])=[CH:15][C:14]([CH2:19][CH3:20])=[N:13]3)=[CH:9][CH:10]=[CH:11][C:4]=2[N:3]=1.[Cl:21][C:22]1[CH:27]=[C:26]([Cl:28])[CH:25]=[C:24]([CH3:29])[C:23]=1[OH:30].C(=O)([O-])[O-].[K+].[K+]>CN(C)C=O.O>[Cl:21][C:22]1[CH:27]=[C:26]([Cl:28])[CH:25]=[C:24]([CH3:29])[C:23]=1[O:30][C:2]1[N:6]([CH3:7])[C:5]2[C:8]([N:12]3[C:16]([CH2:17][CH3:18])=[CH:15][C:14]([CH2:19][CH3:20])=[N:13]3)=[CH:9][CH:10]=[CH:11][C:4]=2[N:3]=1 |f:2.3.4|. Reported procedure: A suspension of 2-chloro-7-(3,5-diethyl-1H-pyrazol-1-yl)-1-methyl-1H-benzimidazole (92 mg, 0.318 mmol), 2,4-dichloro-6-methylphenol (114 mg, 0.643 mmol), potassium carbonate (89 mg, 0.643 mmol) in N,N-dimethylformamide (1.5 ml) was stirred at 90° C. for 5.5 days (2,4-dichloro-6-methylphenol and potassium carbonate were added in three equal portions each over 5.5 days). After cooling, the reaction mixture was diluted with water and extracted with ethyl acetate. The organic layer was washed with w...